Dataset: the Open Reaction Database (ORD), a public repository of structured organic reaction records. Task: describe an organic reaction: reactants, conditions, products, and yield Starting materials: C(C)(C)(C)OC(=O)C1=C(C=CC=C1)B1OC(C)(C)C(C)(C)O1 (2-t-Butoxycarbonylphenylboronic acid pinacol ester), C1(=CC=CC=C1)C (toluene), C(C)OC([C@@H]([C@@H](CC1=CC=CC=C1)NC(C1=CC(=C(C=C1)F)Br)=O)O)=O ((2R,3R)-3-(3-bromo-4-fluoro-benzoylamino)-2-hydroxy-4-phenyl-butyric acid ethyl ester), C(=O)([O-])[O-].[K+].[K+] (K2CO3). The reagents and catalysts are C=1C=CC(=CC1)[P](C=2C=CC=CC2)(C=3C=CC=CC3)[Pd]([P](C=4C=CC=CC4)(C=5C=CC=CC5)C=6C=CC=CC6)([P](C=7C=CC=CC7)(C=8C=CC=CC8)C=9C=CC=CC9)[P](C=1C=CC=CC1)(C=1C=CC=CC1)C=1C=CC=CC1 (Pd(PPh3)4). Run in CCO (EtOH), O (water). Run at temperature 100 celsius. Product: C(C)(C)(C)OC(=O)C=1C(=CC=CC1)C1=C(C=CC(=C1)C(N[C@@H]([C@@H](O)C(=O)OCC)CC1=CC=CC=C1)=O)F (5′-((1R,2R)-1-benzyl-2-ethoxycarbonyl-2-hydroxy-ethylcarbamoyl)-2′-fluoro-biphenyl-2-carboxylic acid t-butyl ester). Reaction SMILES: [C:1]([O:5][C:6]([C:8]1[CH:13]=[CH:12][CH:11]=[CH:10][C:9]=1B1OC(C)(C)C(C)(C)O1)=[O:7])([CH3:4])([CH3:3])[CH3:2].C1(C)C=CC=CC=1.[CH2:30]([O:32][C:33](=[O:55])[C@H:34]([OH:54])[C@H:35]([NH:43][C:44](=[O:53])[C:45]1[CH:50]=[CH:49][C:48]([F:51])=[C:47](Br)[CH:46]=1)[CH2:36][C:37]1[CH:42]=[CH:41][CH:40]=[CH:39][CH:38]=1)[CH3:31].C([O-])([O-])=O.[K+].[K+]>O.C1C=CC([P]([Pd]([P](C2C=CC=CC=2)(C2C=CC=CC=2)C2C=CC=CC=2)([P](C2C=CC=CC=2)(C2C=CC=CC=2)C2C=CC=CC=2)[P](C2C=CC=CC=2)(C2C=CC=CC=2)C2C=CC=CC=2)(C2C=CC=CC=2)C2C=CC=CC=2)=CC=1.CCO>[C:1]([O:5][C:6]([C:8]1[C:9]([C:47]2[CH:46]=[C:45]([C:44](=[O:53])[NH:43][C@H:35]([CH2:36][C:37]3[CH:42]=[CH:41][CH:40]=[CH:39][CH:38]=3)[C@H:34]([C:33]([O:32][CH2:30][CH3:31])=[O:55])[OH:54])[CH:50]=[CH:49][C:48]=2[F:51])=[CH:10][CH:11]=[CH:12][CH:13]=1)=[O:7])([CH3:2])([CH3:3])[CH3:4] |f:3.4.5,^1:66,68,87,106|. Reported procedure: 2-t-Butoxycarbonylphenylboronic acid pinacol ester (173 mg, 568 μmol, 1.2 eq.) and toluene (661 μL) were added to (2R,3R)-3-(3-bromo-4-fluoro-benzoylamino)-2-hydroxy-4-phenyl-butyric acid ethyl ester (201 mg, 474 μmol, 1.0 eq.), followed by EtOH (361 μL) then K2CO3 (131 mg, 947 μmol, 2.0 eq.) predissolved in water (124 μL). The mixture was stirred to aid in dissolution. The reaction vessel was purged with nitrogen then Pd(PPh3)4 (54.7 mg, 47.4 μmol) was added quickly. The reaction vessel was cap... RXN SMILES: [NH2:1][C:2]1[N:7]=[C:6]2[N:8]([CH2:11][C:12]3[CH:20]=[CH:19][CH:18]=[C:17]4[C:13]=3[CH:14]=[CH:15][N:16]4C(OC(C)(C)C)=O)[N:9]=[CH:10][C:5]2=[C:4]([C:28]2[O:29][CH:30]=[CH:31][CH:32]=2)[N:3]=1.C[O-].[Na+]>CO.O>[O:29]1[CH:30]=[CH:31][CH:32]=[C:28]1[C:4]1[N:3]=[C:2]([NH2:1])[N:7]=[C:6]2[N:8]([CH2:11][C:12]3[CH:20]=[CH:19][CH:18]=[C:17]4[C:13]=3[CH:14]=[CH:15][NH:16]4)[N:9]=[CH:10][C:5]=12 |f:1.2|. Procedure: A solution of tert-butyl 4-(6-amino-4-(2-furyl)-1H-pyrazolo[3,4-d]pyrimidine-1-ylmethyl)indole-1-carboxylate (92 mg, 0.17 mmol) in MeOH (3 mL) was treated with NaOMe (45 mg, 0.84 mmol), refluxed for 2 h, cooled, diluted with water (15 mL) and filtered to give the title compound (45 mg, 82%) as an off white powder. Starting materials: NC1=NC(=C2C(=N1)N(N=C2)CC2=C1C=CN(C1=CC=C2)C(=O)OC(C)(C)C)C=2OC=CC2 (tert-butyl 4-(6-amino-4-(2-furyl)-1H-pyrazolo[3,4-d]pyrimidine-1-ylmethyl)indole-1-carboxylate), C[O-].[Na+] (NaOMe). Yields the product O1C(=CC=C1)C1=C2C(=NC(=N1)N)N(N=C2)CC2=C1C=CNC1=CC=C2 (4-(2-Furyl)-1-(4-indolylmethyl)-1H-pyrazolo[3,4-d]pyrimidine-6-amine). The yield is 80.1%. Run in O (water), CO (MeOH). Reactants: OC1=CC=CC=C1 (hydroxybenzene), bromoalkane, OC1=CC=C(C=C1)N=NC1=CC=C(C=C1)C (4-hydroxy-4′-methylazobenzene), BrCCCCCCBr (1,6-dibromohexane), potassium carbonate anhydride. Solvent: CC(=O)C (acetone), CC(=O)C (acetone). Run at time 20 hour. Product: BrCCCCCCOC1=CC=C(C=C1)N=NC1=CC=C(C=C1)C (4-(6-bromohexyloxy)-4′-methylazobenzene). RXN SMILES: [OH:1][C:2]1[CH:7]=[CH:6][C:5]([N:8]=[N:9][C:10]2[CH:15]=[CH:14][C:13]([CH3:16])=[CH:12][CH:11]=2)=[CH:4][CH:3]=1.[Br:17][CH2:18][CH2:19][CH2:20][CH2:21][CH2:22][CH2:23]Br.OC1C=CC=CC=1>CC(C)=O>[Br:17][CH2:18][CH2:19][CH2:20][CH2:21][CH2:22][CH2:23][O:1][C:2]1[CH:3]=[CH:4][C:5]([N:8]=[N:9][C:10]2[CH:15]=[CH:14][C:13]([CH3:16])=[CH:12][CH:11]=2)=[CH:6][CH:7]=1. Procedure: A 2 l three-neck flask equipped with a mechanical stirrer was charged with 42.4 g (0.2 mol) of 4-hydroxy-4′-methylazobenzene synthesized in the same manner as in the Example, 448 g (2 mol) of 1,6-dibromohexane and 212 g (1.5 mol) of potassium carbonate anhydride. To the mixture was added 800 ml of acetone and the resulting mixture was suspended by stirring. The reaction system was heated until acetone was refluxed to react hydroxybenzene with bromoalkane. After the reaction was continued for 20 ... Starting materials: O (H2O), C(C)N(CC)S(F)(F)F (diethylaminosulfur trifluoride), C(C1=CC=CC=C1)(C1=CC=CC=C1)OC(=O)C1C(=CS[C@H]2N1C(C2NC(CC=2SC=CC2)=O)=O)CO (benzhydryl-3-hydroxymethyl-7-(2-thienylacetamido)-2-cephem-4-carboxylate). Run in C(Cl)Cl (CH2Cl2), C(Cl)Cl (CH2Cl2). Reaction conditions: time 0.5 hour. Product: FCC1=CS[C@H]2N(C1C(=O)OC(C1=CC=CC=C1)C1=CC=CC=C1)C(C2NC(CC=2SC=CC2)=O)=O (benzhydryl 3-fluoromethyl-7-(2-thienylacetamido)-2-cephem-4-carboxylate). RXN SMILES: C(N(S(F)(F)[F:7])CC)C.[CH:10]([O:23][C:24]([CH:26]1[N:31]2[C:32](=[O:43])[CH:33]([NH:34][C:35](=[O:42])[CH2:36][C:37]3[S:38][CH:39]=[CH:40][CH:41]=3)[C@H:30]2[S:29][CH:28]=[C:27]1[CH2:44]O)=[O:25])([C:17]1[CH:22]=[CH:21][CH:20]=[CH:19][CH:18]=1)[C:11]1[CH:16]=[CH:15][CH:14]=[CH:13][CH:12]=1.O>C(Cl)Cl>[F:7][CH2:44][C:27]1[CH:26]([C:24]([O:23][CH:10]([C:17]2[CH:22]=[CH:21][CH:20]=[CH:19][CH:18]=2)[C:11]2[CH:16]=[CH:15][CH:14]=[CH:13][CH:12]=2)=[O:25])[N:31]2[C:32](=[O:43])[CH:33]([NH:34][C:35](=[O:42])[CH2:36][C:37]3[S:38][CH:39]=[CH:40][CH:41]=3)[C@H:30]2[S:29][CH:28]=1. Reported procedure: To a solution of 0.322 g of diethylaminosulfur trifluoride in 10 ml of CH2Cl2 at -78° under N2 is added a solution of 1.04 g of benzhydryl-3-hydroxymethyl-7-(2-thienylacetamido)-2-cephem-4-carboxylate in 50 ml of CH2Cl2. The mixture is stirred for 0.5 hour then poured into 100 ml of H2O and the CH2Cl2 layer dried (MgSO4) and evaporated in vacuo. The residue is chromatographed on silica with CHCl3 to give benzhydryl 3-fluoromethyl-7-(2-thienylacetamido)-2-cephem-4-carboxylate, which can be purifi... Reactants: OC=1C=C2CCC(C2=CC1OC)=O (5-hydroxy-6-methoxy-indan-1-one), OC=1C=C2CCC(C2=CC1OC)=O (5-hydroxy-6-methoxy-indan-1-one), ClCC1OC1 (2-chloromethyl-oxirane), C([O-])([O-])=O.[K+].[K+] (potassium carbonate). As a reaction SMILES: [OH:1][C:2]1[CH:3]=[C:4]2[C:8](=[CH:9][C:10]=1[O:11][CH3:12])[C:7](=[O:13])[CH2:6][CH2:5]2.Cl[CH2:15][CH:16]1[CH2:18][O:17]1.C(=O)([O-])[O-].[K+].[K+]>CN(C=O)C.C(OCC)(=O)C>[CH3:12][O:11][C:10]1[CH:9]=[C:8]2[C:4]([CH2:5][CH2:6][C:7]2=[O:13])=[CH:3][C:2]=1[O:1][CH2:15][CH:16]1[CH2:18][O:17]1 |f:2.3.4|. The product is COC1=C(C=C2CCC(C2=C1)=O)OCC1OC1 (6-Methoxy-5-oxiranylmethoxy-indan-1-one), Intermediate M. Reported procedure: A mixture of 5-Hydroxy-6-methoxy-indan-1-one (Intermediate H, 5.0 g, 0.028 mole), 2-chloromethyl-oxirane (4.4 mL, 0.056 mole), and potassium carbonate (11.6 g, 0.084 mole) was stirred in 50 mL of DMF at 70° C. overnight under Argon. The reaction was then diluted with 200 mL of ethyl acetate and washed 3 times with water. The ethyl acetate solution was dried over sodium sulfate and the solvent removed in vacuo to yield the title compound (Intermediate M). MS m/z 236 (M+H)+. The solvent is C(C)(=O)OCC (ethyl acetate), CN(C)C=O (DMF). The reactants are ClC1=C2C=3C(=NN(C3C=C1)C)C=1C=CN=CC1C2=O (5-chloro-2-methylisoquino[5,6,7-cd]indazole-6(2H)-one), CN(CCN)C (2-(dimethylamino)ethylamine). Product: CN(CCNC1=C2C=3C(=NN(C3C=C1)C)C=1C=CN=CC1C2=O)C (5-[[2-(dimethylamino)ethyl]amino]-2-methylisoquino[5,6,7-cd]indazole-6(2H)-one). RXN SMILES: Cl[C:2]1[CH:10]=[CH:9][C:8]2[N:7]([CH3:11])[N:6]=[C:5]3[C:12]4[CH:13]=[CH:14][N:15]=[CH:16][C:17]=4[C:18](=[O:19])[C:3]=1[C:4]=23.[CH3:20][N:21]([CH3:25])[CH2:22][CH2:23][NH2:24]>>[CH3:20][N:21]([CH3:25])[CH2:22][CH2:23][NH:24][C:2]1[CH:10]=[CH:9][C:8]2[N:7]([CH3:11])[N:6]=[C:5]3[C:12]4[CH:13]=[CH:14][N:15]=[CH:16][C:17]=4[C:18](=[O:19])[C:3]=1[C:4]=23. Procedure: 5-chloro-2-methylisoquino[5,6,7-cd]indazole-6 (2H)-one of Example 7 (0.013 g) is added to 2-(dimethylamino)ethylamine (0.34 mL). The yellow mixture is heated quickly to reflux for 1 hour. The excess diamine is removed from the orange solution by a gentle stream of nitrogen. The orange mixture obtained is purified by silica gel column chromatography with a gradient elution (1% methanol/chloroform (25 mL), 2% methanol/chloroform (25 mL), 4% methanol/chloroform (25 mL), 8% methanol/chloroform (25 m... Reactants: C1=CC=CC2=C1C=1NC3=CC=CC=C3C1C(S2)C(=O)O (6,11-dihydro-5-thia-11-aza-benzo[a]fluoren-6-carboxylic acid), C(C)(C)(C)OC(=O)CCCNCCNCCCCCC (N-2-(N-t-butoxycarbonylpropylamino)ethyl-hexylamine), O.ON1N=NC2=C1C=CC=C2 (1-hydroxybenzotriazole monohydrate), Cl.C(C)N=C=NCCCN(C)C (N-ethyl-N′-dimethylaminopropylcarbodiimide hydrochloride). Solvent: ClCCl (dichloromethane). Run at time 8 hour. Product: C(C)(C)(C)OC(=O)CCCNCCN(C(=O)C1SC2=C(C=3NC4=CC=CC=C4C13)C=CC=C2)CCCCCC (N-2-(N-t-butoxycarbonylpropylamino)ethyl-N-hexyl-6,11-dihydro-5-thia-11-aza-benzo[a]fluoren-6-carboxamide). The yield is 81.9%. Reaction SMILES: [CH:1]1[C:6]2[C:7]3NC4C([C:15]=3[CH:16]([C:18]([OH:20])=O)[S:17][C:5]=2[CH:4]=[CH:3][CH:2]=1)=CC=CC=4.[C:21]([O:25][C:26]([CH2:28][CH2:29][CH2:30][NH:31][CH2:32][CH2:33][NH:34][CH2:35][CH2:36][CH2:37][CH2:38][CH2:39][CH3:40])=[O:27])([CH3:24])([CH3:23])[CH3:22].O.O[N:43]1[C:47]2[CH:48]=[CH:49][CH:50]=[CH:51][C:46]=2N=N1.Cl.C(N=C=NCCCN(C)C)C>ClCCl>[C:21]([O:25][C:26]([CH2:28][CH2:29][CH2:30][NH:31][CH2:32][CH2:33][N:34]([CH2:35][CH2:36][CH2:37][CH2:38][CH2:39][CH3:40])[C:18]([CH:16]1[C:15]2[C:46]3[C:47](=[CH:48][CH:49]=[CH:50][CH:51]=3)[NH:43][C:7]=2[C:6]2[CH:1]=[CH:2][CH:3]=[CH:4][C:5]=2[S:17]1)=[O:20])=[O:27])([CH3:24])([CH3:23])[CH3:22] |f:2.3,4.5|. Procedure: To a solution of 844 mg of 6,11-dihydro-5-thia-11-aza-benzo[a]fluoren-6-carboxylic acid and 1.66 g of N-2-(N-t-butoxycarbonylpropylamino)ethyl-hexylamine in 44 ml of dichloromethane were added 552 mg of 1-hydroxybenzotriazole monohydrate and 863 mg of N-ethyl-N′-dimethylaminopropylcarbodiimide hydrochloride, followed by stirring at room temperature overnight. The reaction solution, after concentration under reduced pressure, was dissolved in ethyl acetate, washed with water 5% aqueous potassium ... Starting materials: O=C([O-])[O-], C1COCCN1, COC(=O)c1cc(Cl)cc2c1CC(C)(C)C(c1cccc(Br)c1)N2, CN(C)CC(=O)O, CS(C)=O, Cl, [Cu]I, [K+], [K+]. Product: COC(=O)c1cc(Cl)cc2c1CC(C)(C)C(c1cccc(N3CCOCC3)c1)N2. Reaction SMILES: [C:39](=[O:40])([O-:41])[O-:42].[CH2:25]1[CH2:26][O:27][CH2:28][CH2:29][NH:30]1.[CH3:1][O:2][C:3](=[O:4])[c:5]1[c:6]2[c:11]([cH:12][c:13]([Cl:15])[cH:14]1)[NH:10][CH:9]([c:16]1[cH:17][c:18]([Br:22])[cH:19][cH:20][cH:21]1)[C:8]([CH3:23])([CH3:24])[CH2:7]2.[CH3:32][N:33]([CH3:34])[CH2:35][C:36]([OH:37])=[O:38].[CH3:45][S:46](=[O:47])[CH3:48].[ClH:31].[Cu:49][I:50].[K+:43].[K+:44]>>[CH3:1][O:2][C:3](=[O:4])[c:5]1[c:6]2[c:11]([cH:12][c:13]([Cl:15])[cH:14]1)[NH:10][CH:9]([c:16]1[cH:17][c:18]([N:30]3[CH2:25][CH2:26][O:27][CH2:28][CH2:29]3)[cH:19][cH:20][cH:21]1)[C:8]([CH3:23])([CH3:24])[CH2:7]2. Starting materials: NC(CCC)CCCCCCCCC(CCC)N (4,13-Diaminohexadecane), C(CC)C1N=NC(CC=CCCC=CC1)CCC (3,12-dipropyl-1,2-diaza-1,5,9-cyclododecatriene), C1(CCCC1)C1N=NC(CC=CCCC=CC1)C1CCCC1 (3,12-dicyclopentyl-1,2-diaza-1,5,9-cyclododecatriene). Yields the product NC(CCCCCCCCC(C1CCCC1)N)C1CCCC1 (1,10-Diamino-1,10-dicyclopentyldecane). Reaction SMILES: NC(CCCCCCCCC(N)CCC)CCC.C(C1CC=CCCC=CCC(CCC)N=N1)CC.[CH:37]1([CH:42]2[CH2:53][CH:52]=[CH:51][CH2:50][CH2:49][CH:48]=[CH:47][CH2:46][CH:45]([CH:54]3[CH2:58][CH2:57][CH2:56][CH2:55]3)[N:44]=[N:43]2)[CH2:41][CH2:40][CH2:39][CH2:38]1>>[NH2:43][CH:42]([CH:37]1[CH2:41][CH2:40][CH2:39][CH2:38]1)[CH2:53][CH2:52][CH2:51][CH2:50][CH2:49][CH2:48][CH2:47][CH2:46][CH:45]([NH2:44])[CH:54]1[CH2:58][CH2:57][CH2:56][CH2:55]1. Reported procedure: If there are used in the manner described under (a), instead of 942 g (3.79 mols) of 3,12-dipropyl-1,2-diaza-1,5,9-cyclododecatriene, 200 g (0.666 mol) of crude 3,12-dicyclopentyl-1,2-diaza-1,5,9-cyclododecatriene (diastereoisomeric mixture) and correspondingly reduced amounts of catalyst and solvent, with the procedure otherwise being the same, there is obtained, after chromatographic purification and distillation, 39.2 g (19% of theory) of 1,10-diamino-1,10-dicyclopentyldecane as colourless oi... Starting materials: COC1=CC(=C(C#N)C=C1OC)N (4,5-dimethoxy-2-aminobenzonitrile), [H-].[Na+] (sodium hydride), CN(C=O)C (N,N-dimethylformamide), Cl.O1C(=CC=C1)C(=O)N1CCN(CC1)C(OCC)=N (ethyl 4-(2-furoyl)piperazin-1-ylformimidate hydrochloride). Run in O (water). Run at time 30 minute. Product: COC=1C=C2C(=NC(=NC2=CC1OC)N1CCN(CC1)C(=O)C=1OC=CC1)N (6,7-dimethoxy-4-amino-2-[4-(2-furoyl)piperazin-1-yl]quinazoline). Reaction SMILES: [CH3:1][O:2][C:3]1[C:10]([O:11][CH3:12])=[CH:9][C:6]([C:7]#[N:8])=[C:5]([NH2:13])[CH:4]=1.C[N:15](C)C=O.Cl.[O:20]1[CH:24]=[CH:23][CH:22]=[C:21]1[C:25]([N:27]1[CH2:32][CH2:31][N:30]([C:33](=N)OCC)[CH2:29][CH2:28]1)=[O:26].[H-].[Na+]>O>[CH3:12][O:11][C:10]1[CH:9]=[C:6]2[C:5](=[CH:4][C:3]=1[O:2][CH3:1])[N:13]=[C:33]([N:30]1[CH2:31][CH2:32][N:27]([C:25]([C:21]3[O:20][CH:24]=[CH:23][CH:22]=3)=[O:26])[CH2:28][CH2:29]1)[N:8]=[C:7]2[NH2:15] |f:2.3,4.5|. Procedure: To a stirred solution of 1.78 g. (0.01 mole) of 4,5-dimethoxy-2-aminobenzonitrile in 30 ml. of N,N-dimethylformamide is added 2.88 g. (0.01 mole) of ethyl 4-(2-furoyl)piperazin-1-ylformimidate hydrochloride, followed by 855 mg. (0.02 mole) of a 56.1% dispersion of sodium hydride in mineral oil. The reaction mixture is stirred at ambient temperature for 30 minutes, and then it is heated to ca. 100° C. and maintained at that temperature for 12 hours. The reaction mixture is cooled to ambient tempe...